describe an organic reaction: reactants, conditions, products, and yield From a dataset of the Open Reaction Database (ORD), a public repository of structured organic reaction records. Starting materials: Cl (HCl), C1(=CC=C(C=C1)C)C (para-xylene), BrCC(=O)Cl (α-bromoacetyl chloride), [Cl-].[Al+3].[Cl-].[Cl-] (aluminum chloride). The solvent is ClCCCl (1,2-dichloroethane). Reaction conditions: temperature 2.5 celsius, time 30 minute. The product is BrCC(=O)C1=C(C=CC(=C1)C)C (2-Bromo-2',5'-dimethylacetophenone). Isolated yield 105.1%. RXN SMILES: [C:1]1([CH3:8])[CH:6]=[CH:5][C:4]([CH3:7])=[CH:3][CH:2]=1.[Br:9][CH2:10][C:11](Cl)=[O:12].[Cl-].[Al+3].[Cl-].[Cl-].Cl>ClCCCl>[Br:9][CH2:10][C:11]([C:2]1[CH:3]=[C:4]([CH3:7])[CH:5]=[CH:6][C:1]=1[CH3:8])=[O:12] |f:2.3.4.5|. Procedure: A mixture of 10.60 g (0.10 mol) of para-xylene and 16.53 g (0.105 mol) of α-bromoacetyl chloride in 300 mL of 1,2-dichloroethane was cooled in an ice bath under an atmosphere of dry N2 and treated portionwise with 14.15 g (0.106 mol) of aluminum chloride. The reaction mixture was stirred for 30 minutes at 0-5° C. and then for 2.5 hours at room temperature. The mixture was then poured onto ice and the aqueous layer was acidified with concentrated HCl. The organic layer was separated and the aqueo... Starting materials: C(C1=CC=CC=C1)OC(=O)NC(C(=O)N1CCN(CC1)CCCC1=CC=CC=C1)CO (1-[2-(benzyloxycarbonylamino)-3-hydroxypropionyl]-4-(3-phenylpropyl)piperazine). Reagents/catalysts: [Pd] (Palladium-on-carbon). Run in C(C)O (ethanol). Yields the product NC(C(=O)N1CCN(CC1)CCCC1=CC=CC=C1)CO (1-(2-amino-3-hydroxypropionyl)-4-(3-phenylpropyl)piperazine). Yield: 104.3%. Reaction SMILES: C(OC([NH:11][CH:12]([CH2:30][OH:31])[C:13]([N:15]1[CH2:20][CH2:19][N:18]([CH2:21][CH2:22][CH2:23][C:24]2[CH:29]=[CH:28][CH:27]=[CH:26][CH:25]=2)[CH2:17][CH2:16]1)=[O:14])=O)C1C=CC=CC=1>C(O)C.[Pd]>[NH2:11][CH:12]([CH2:30][OH:31])[C:13]([N:15]1[CH2:20][CH2:19][N:18]([CH2:21][CH2:22][CH2:23][C:24]2[CH:29]=[CH:28][CH:27]=[CH:26][CH:25]=2)[CH2:17][CH2:16]1)=[O:14]. Reported procedure: 10% Palladium-on-carbon (100 mg) was added to a solution of 1.12 g of 1-[2-(benzyloxycarbonylamino)-3-hydroxypropionyl]-4-(3-phenylpropyl)piperazine in 30 ml of ethanol, and the mixture was stirred under a hydrogen gas stream until cessation of hydrogen absorption. The catalyst was then filtered off, and the filtrate was concentrated under reduced pressure to give 800 mg of 1-(2-amino-3-hydroxypropionyl)-4-(3-phenylpropyl)piperazine. As a reaction SMILES: [C:1]([CH3:2])([CH3:3])([CH3:4])[O:5][C:6](=[O:7])[N:8]([CH:9]1[CH2:10][N:11]([C:15]([O:16][CH2:17][c:18]2[cH:19][cH:20][cH:21][cH:22][cH:23]2)=[O:24])[CH2:12][CH2:13][CH2:14]1)[CH2:25][CH3:26].[CH3:27][CH2:28][OH:29].[CH3:30][OH:31].[CH3:32][CH2:33][OH:34]>>[C:1]([CH3:2])([CH3:3])([CH3:4])[O:5][C:6](=[O:7])[N:8]([CH:9]1[CH2:10][NH:11][CH2:12][CH2:13][CH2:14]1)[CH2:25][CH3:26]. Reactants: CCN(C(=O)OC(C)(C)C)C1CCCN(C(=O)OCc2ccccc2)C1, CCO, CO, CCO. The product is CCN(C(=O)OC(C)(C)C)C1CCCNC1.